Dataset: the Open Reaction Database (ORD), a public repository of structured organic reaction records. Task: describe an organic reaction: reactants, conditions, products, and yield Starting materials: CO (Methanol), S(=O)([O-])S(=O)[O-].[Na+].[Na+] (Sodium hydrosulfite), C(C)(C)(C)OC(NC1CN(CCC1)C(C1=CC(=C(C=C1)NC)[N+](=O)[O-])=O)=O (tert-butyl(1-(4-(methylamino)-3-nitrobenzoyl)piperidin-3-yl)carbamate), C(C)N1C(=CC=2C=NC=CC21)C=O (1-ethyl-1H-pyrrolo[3,2-c]pyridine-2-carbaldehyde). Run in O (water), C(C)O (ethanol). Yields the product C(C)(C)(C)OC(NC1CN(CCC1)C(=O)C1=CC2=C(N(C(=N2)C2=CC=3C=NC=CC3N2CC)C)C=C1)=O (tert-Butyl(1-(2-(1-ethyl-1H-pyrrolo[3,2-c]pyridin-2-yl)-1-methyl-1H-benzo[d]imidazole-5-carbonyl)piperidin-3-yl)carbamate). Reaction SMILES: S(S([O-])=O)([O-])=O.[Na+].[Na+].[C:9]([O:13][C:14](=[O:35])[NH:15][CH:16]1[CH2:21][CH2:20][CH2:19][N:18]([C:22](=[O:34])[C:23]2[CH:28]=[CH:27][C:26]([NH:29][CH3:30])=[C:25]([N+:31]([O-])=O)[CH:24]=2)[CH2:17]1)([CH3:12])([CH3:11])[CH3:10].[CH2:36]([N:38]1[C:46]2[CH:45]=[CH:44][N:43]=[CH:42][C:41]=2[CH:40]=[C:39]1[CH:47]=O)[CH3:37].CO>O.C(O)C>[C:9]([O:13][C:14](=[O:35])[NH:15][CH:16]1[CH2:21][CH2:20][CH2:19][N:18]([C:22]([C:23]2[CH:28]=[CH:27][C:26]3[N:29]([CH3:30])[C:47]([C:39]4[N:38]([CH2:36][CH3:37])[C:46]5[CH:45]=[CH:44][N:43]=[CH:42][C:41]=5[CH:40]=4)=[N:31][C:25]=3[CH:24]=2)=[O:34])[CH2:17]1)([CH3:12])([CH3:10])[CH3:11] |f:0.1.2|. Conditions: temperature 100 celsius. Procedure: Sodium hydrosulfite (277.4 mg, 1.275 mmol) dissolved in water (1.5 mL) was added to a stirred solution of tert-butyl(1-(4-(methylamino)-3-nitrobenzoyl)piperidin-3-yl)carbamate (143.2 mg, 0.378 mmol) and 1-ethyl-1H-pyrrolo[3,2-c]pyridine-2-carbaldehyde (67.6 mg, 0.388 mmol) in ethanol (3.5 mL) at room temperature in a 5 ml microwave vial. The reaction mixture was then heated in a microwave for 5 hr at 100° C. Methanol was added to the reaction mixture and dried using Na2SO4. The reaction mixture ... Yield: 40.0%. RXN SMILES: [CH2:2]([O:3][c:5]1[c:6]([N+:11](=[O:12])[O-:13])[cH:7][n:8][cH:9][cH:10]1)[CH3:4].[CH3:15][C:16](=[O:17])[O-:18].[CH3:19][CH2:20][OH:21].[ClH:1].[NH4+:14]>>[c:5]1([NH2:14])[c:6]([N+:11](=[O:12])[O-:13])[cH:7][n:8][cH:9][cH:10]1. The reactants are CCOc1ccncc1[N+](=O)[O-], CC(=O)[O-], CCO, Cl, [NH4+]. Product: Nc1ccncc1[N+](=O)[O-]. The reactants are ClC1=NC=C(C=C1)C(Cl)(Cl)Cl (2-chloro-5-(trichloromethyl)-pyridine), ClCl (chlorine). Product: ClC1=NC=C(C=C1Cl)C(Cl)(Cl)Cl (2,3-dichloro-5-(trichloromethyl)pyridine). Reaction SMILES: [Cl:1][C:2]1[CH:7]=[CH:6][C:5]([C:8]([Cl:11])([Cl:10])[Cl:9])=[CH:4][N:3]=1.[Cl:12]Cl>>[Cl:1][C:2]1[C:7]([Cl:12])=[CH:6][C:5]([C:8]([Cl:9])([Cl:10])[Cl:11])=[CH:4][N:3]=1. Procedure: Instead of isolating the 2-chloro-5-(trichloromethyl)-pyridine from this mixture, the above-described mixture is reacted with chlorine according to the conditions of the present invention as described herein to form 2,3-dichloro-5-(trichloromethyl)pyridine. The resulting 2,3-dichloro-5-(trichloromethyl)pyridine is separated from the reaction mixture by distillation, crystal refining, recrystallization from a solvent or a combination thereof. Reactants: O=C([O-])[O-], CC(C)=O, Sc1cc(Cl)cc(Cl)c1, CCOC(=O)C(=O)C(Cl)C(=O)CC, [I-], [K+], [K+], [Na+], O. RXN SMILES: [C:23](=[O:24])([O-:25])[O-:26].[CH3:31][C:32](=[O:33])[CH3:34].[Cl:14][c:15]1[cH:16][c:17]([SH:22])[cH:18][c:19]([Cl:21])[cH:20]1.[Cl:1][CH:2]([C:3]([C:4](=[O:5])[O:6][CH2:7][CH3:8])=[O:9])[C:10]([CH2:11][CH3:12])=[O:13].[I-:30].[K+:27].[K+:28].[Na+:29].[OH2:35]>>[CH:2]([C:3]([C:4](=[O:5])[O:6][CH2:7][CH3:8])=[O:9])([C:10]([CH2:11][CH3:12])=[O:13])[S:22][c:17]1[cH:16][c:15]([Cl:14])[cH:20][c:19]([Cl:21])[cH:18]1. Yields the product CCOC(=O)C(=O)C(Sc1cc(Cl)cc(Cl)c1)C(=O)CC. Starting materials: CC1=C(OC2CN(C2)C(=O)OC(C)(C)C)C=CC(=C1)CN1CCOCC1 (tert-butyl 3-(2-methyl-4-(morpholinomethyl)phenoxy)azetidine-1-carboxylate), Cl (HCl). Solvent: CO (MeOH), CO (MeOH). Yields the product N1CC(C1)OC1=C(C=C(CN2CCOCC2)C=C1)C (4-(4-(Azetidin-3-yloxy)-3-methylbenzyl)morpholine). Isolated yield 95.7%. Reaction SMILES: [CH3:1][C:2]1[CH:19]=[C:18]([CH2:20][N:21]2[CH2:26][CH2:25][O:24][CH2:23][CH2:22]2)[CH:17]=[CH:16][C:3]=1[O:4][CH:5]1[CH2:8][N:7](C(OC(C)(C)C)=O)[CH2:6]1.Cl>CO>[NH:7]1[CH2:8][CH:5]([O:4][C:3]2[CH:16]=[CH:17][C:18]([CH2:20][N:21]3[CH2:22][CH2:23][O:24][CH2:25][CH2:26]3)=[CH:19][C:2]=2[CH3:1])[CH2:6]1. Procedure details: A solution of 12A (2.6 g, 7.17 mmol) in MeOH (10 mL) was treated with HCl in MeOH (40 ml, 50 mmol) and stirred at RT over night. The reaction mixture was concentrated and the residue was dissolved in water (15 mL). The solution was washed with EtOAc. DCM (100 mL) was added to the aqueous phase and then aqueous K2CO3 (sat., 20 mL) was added. The two phases were separated and organic solution was filtered through a phase separator. The solvent was removed by evaporation. There was obtained 1.8 g (... Starting materials: ice water, BrCCCO (3-bromopropanol), C([O-])([O-])=O.[K+].[K+] (potassium carbonate), C1(=CC=CC=C1)C(OC1CCNCC1)C1=CC=CC=C1 (4-diphenylmethoxypiperidine). The solvent is CN(C=O)C (N,N-dimethylformamide). Conditions: time 40 hour. Yields the product C1(=CC=CC=C1)C(OC1CCN(CC1)CCCO)C1=CC=CC=C1 (4-(Diphenylmethoxy)-1-piperidinepropanol). RXN SMILES: [C:1]1([CH:7]([C:15]2[CH:20]=[CH:19][CH:18]=[CH:17][CH:16]=2)[O:8][CH:9]2[CH2:14][CH2:13][NH:12][CH2:11][CH2:10]2)[CH:6]=[CH:5][CH:4]=[CH:3][CH:2]=1.Br[CH2:22][CH2:23][CH2:24][OH:25].C(=O)([O-])[O-].[K+].[K+]>CN(C)C=O>[C:15]1([CH:7]([C:1]2[CH:2]=[CH:3][CH:4]=[CH:5][CH:6]=2)[O:8][CH:9]2[CH2:14][CH2:13][N:12]([CH2:22][CH2:23][CH2:24][OH:25])[CH2:11][CH2:10]2)[CH:16]=[CH:17][CH:18]=[CH:19][CH:20]=1 |f:2.3.4|. Procedure details: 2.67 g of 4-diphenylmethoxypiperidine was dissolved in 20 ml of N,N-dimethylformamide; 1.09 ml of 3-bromopropanol and 1.66 g of potassium carbonate were added, followed by stirring at room temperature for 40 hours. After ice water was poured, the reaction mixture was extracted with ethyl acetate; the extract was washed with saline and dried over magnesium sulfate. After concentration under reduced pressure, the residue was subjected to silica gel column chromatography and eluted with ethyl aceta... Procedure details: The title compound was prepared by a similar method to Preparation 2 from (2S)-2-[(benzyloxy)carbonyl]piperidinium chloride [see EP 530167 A1 930303] from 2-chloro-1,3-benzoxazol-6-yl acetate [see Preparation 35]. The crude product was purified by column chromatography on silica gel eluting with a solvent gradient of 80:10 changing to 40:10, by volume, hexane:ethyl acetate to afford benzyl (2S)-1-[6-(acetyloxy)-1,3-benzoxazol-2-yl]-2-piperidinecarboxylate as a gum. Reactants: [Cl-].C(C1=CC=CC=C1)OC(=O)[C@H]1[NH2+]CCCC1 ((2S)-2-[(benzyloxy)carbonyl]piperidinium chloride), C(C)(=O)OC1=CC2=C(N=C(O2)Cl)C=C1 (2-chloro-1,3-benzoxazol-6-yl acetate). Product: C(C)(=O)OC1=CC2=C(N=C(O2)N2[C@@H](CCCC2)C(=O)OCC2=CC=CC=C2)C=C1 (benzyl (2S)-1-[6-(acetyloxy)-1,3-benzoxazol-2-yl]-2-piperidinecarboxylate). As a reaction SMILES: [Cl-].[CH2:2]([O:9][C:10]([C@@H:12]1[CH2:17][CH2:16][CH2:15][CH2:14][NH2+:13]1)=[O:11])[C:3]1[CH:8]=[CH:7][CH:6]=[CH:5][CH:4]=1.[C:18]([O:21][C:22]1[CH:31]=[CH:30][C:25]2[N:26]=[C:27](Cl)[O:28][C:24]=2[CH:23]=1)(=[O:20])[CH3:19]>>[C:18]([O:21][C:22]1[CH:31]=[CH:30][C:25]2[N:26]=[C:27]([N:13]3[CH2:14][CH2:15][CH2:16][CH2:17][C@H:12]3[C:10]([O:9][CH2:2][C:3]3[CH:4]=[CH:5][CH:6]=[CH:7][CH:8]=3)=[O:11])[O:28][C:24]=2[CH:23]=1)(=[O:20])[CH3:19] |f:0.1|. Reactants: Cc1ccccc1, NC1c2cc([N+](=O)[O-])ccc2CCC1O, [Na+], [OH-], O, O=C(Cl)c1ccc(-c2ccccc2)cc1. Yields the product O=C(NC1c2cc([N+](=O)[O-])ccc2CCC1O)c1ccc(-c2ccccc2)cc1. RXN SMILES: [CH3:33][c:34]1[cH:35][cH:36][cH:37][cH:38][cH:39]1.[NH2:1][CH:2]1[CH:3]([OH:15])[CH2:4][CH2:5][c:6]2[cH:7][cH:8][c:9]([N+:12](=[O:13])[O-:14])[cH:10][c:11]21.[Na+:17].[OH-:16].[OH2:40].[c:18]1(-[c:27]2[cH:28][cH:29][cH:30][cH:31][cH:32]2)[cH:19][cH:20][c:21]([C:24](=[O:25])[Cl:26])[cH:22][cH:23]1>>[NH:1]([CH:2]1[CH:3]([OH:15])[CH2:4][CH2:5][c:6]2[cH:7][cH:8][c:9]([N+:12](=[O:13])[O-:14])[cH:10][c:11]21)[C:24]([c:21]1[cH:20][cH:19][c:18](-[c:27]2[cH:28][cH:29][cH:30][cH:31][cH:32]2)[cH:23][cH:22]1)=[O:25].